This data is from the Open Reaction Database (ORD), a public repository of structured organic reaction records. The task is: describe an organic reaction: reactants, conditions, products, and yield The reactants are CN(C(=O)OC(C)(C)C)c1cccc(C(=C2CN(C(c3ccc(Cl)cc3)c3ccc(Cl)cc3)C2)S(C)(=O)=O)c1, C1COCCO1. Product: CNc1cccc(C(=C2CN(C(c3ccc(Cl)cc3)c3ccc(Cl)cc3)C2)S(C)(=O)=O)c1. Reaction SMILES: [Cl:1][c:2]1[cH:3][cH:4][c:5]([CH:8]([N:9]2[CH2:10][C:11](=[C:13]([S:14](=[O:15])(=[O:16])[CH3:17])[c:18]3[cH:19][c:20]([N:24]([CH3:25])[C:26]([O:27][C:28]([CH3:29])([CH3:30])[CH3:31])=[O:32])[cH:21][cH:22][cH:23]3)[CH2:12]2)[c:33]2[cH:34][cH:35][c:36]([Cl:39])[cH:37][cH:38]2)[cH:6][cH:7]1.[O:40]1[CH2:41][CH2:42][O:43][CH2:44][CH2:45]1>>[Cl:1][c:2]1[cH:3][cH:4][c:5]([CH:8]([N:9]2[CH2:10][C:11](=[C:13]([S:14](=[O:15])(=[O:16])[CH3:17])[c:18]3[cH:19][c:20]([NH:24][CH3:25])[cH:21][cH:22][cH:23]3)[CH2:12]2)[c:33]2[cH:34][cH:35][c:36]([Cl:39])[cH:37][cH:38]2)[cH:6][cH:7]1. The reactants are N1C(=O)NC(=O)C1.N[C@@H]([C@H](C)CC)C(=O)O (L-allo-isoleucine hydantoin), N1C(=O)NC(=O)C1.N[C@H]([C@H](C)CC)C(=O)O (D-isoleucine hydantoin), N[C@@H]([C@H](C)CC)C(=O)O (L-allo-isoleucine), C(N)(=O)N[C@H]([C@@H](C)CC)C(=O)O (N-carbamoyl-D-allo-isoleucine), N1C(=O)NC(=O)C1.N[C@H]([C@H](C)CC)C(=O)O (D-isoleucine hydantoin), N1C(=O)NC(=O)C1.N[C@@H]([C@H](C)CC)C(=O)O (L-allo-isoleucine hydantoin), C(N)(=O)N[C@H]([C@H](C)CC)C(=O)O (N-carbamoyl-D-isoleucine), N1C(=O)NC(=O)C1 (hydantoin), N[C@H]([C@H](C)CC)C(=O)O (D-isoleucine), N1C(=O)NC(=O)C1.N[C@H]([C@H](C)CC)C(=O)O (D-isoleucine hydantoin), N1C(=O)NC(=O)C1.N[C@@H]([C@H](C)CC)C(=O)O (L-allo-isoleucine hydantoin), N1C(=O)NC(=O)C1.N[C@H]([C@H](C)CC)C(=O)O (D-isoleucine hydantoin), N1C(=O)NC(=O)C1.N[C@H]([C@H](C)CC)C(=O)O (D-isoleucine hydantoin). The product is N1C(=O)NC(=O)C1.N[C@H]([C@H](C)CC)C(=O)O (D-isoleucine hydantoin), N1C(=O)NC(=O)C1.N[C@@H]([C@H](C)CC)C(=O)O (L-allo-isoleucine hydantoin), N[C@@H]([C@@H](C)CC)C(=O)O (L-isoleucine). As a reaction SMILES: [NH:1]1[CH2:7][C:5](=[O:6])[NH:4][C:2]1=[O:3].N[C@@H:9]([C:14](O)=O)[C@@H:10](CC)[CH3:11].N1CC(=O)NC1=[O:19].N[C@H](C(O)=[O:31])[C@@H](CC)C.N1CC(=O)NC1=[O:35].N[C@@H](C(O)=O)[C@@H](CC)C.C(N[C@@H](C(O)=O)[C@@H](CC)C)(=O)N.C(N[C@@H](C(O)=O)[C@H](CC)C)(=O)N.N[C@H](C(O)=O)[C@@H](CC)C>>[NH:1]1[CH2:7][C:5](=[O:6])[NH:4][C:2]1=[O:3].[NH2:1][C@@H:7]([C:5]([OH:19])=[O:6])[C@@H:9]([CH2:10][CH3:11])[CH3:14].[NH:1]1[CH2:7][C:5](=[O:6])[NH:4][C:2]1=[O:3].[NH2:1][C@H:7]([C:5]([OH:31])=[O:6])[C@@H:9]([CH2:10][CH3:11])[CH3:14].[NH2:1][C@H:7]([C:5]([OH:35])=[O:6])[C@H:9]([CH2:10][CH3:11])[CH3:14] |f:0.1,2.3,9.10,11.12|. Procedure details: When this racemization occurs in the presence of a D-hydantoinase, an equilibrium is established between hydantoins possessing the R and S absolute configurations at C-5 of the hydantoin. For example, an equilibrium would be established between L-isoleucine hydantoin and D-allo-isoleucine hydantoin; similarly an equilibrium would be established between L-allo-isoleucine hydantoin and D-isoleucine hydantoin. When a mixture of L-isoleucine hydantoin and D-allo-isoleucine hydantoin is contacted wit... The reactants are C(C)(=O)NC=1SC(=CN1)SC1=CC=C(C=C1)N (2-acetamido-5-(4-aminophenylthio)thiazole), CS(=O)(=O)Cl (methanesulfonyl chloride). The solvent is N1=CC=CC=C1 (pyridine). Yields the product C(C)(=O)NC=1SC(=CN1)SC1=CC=C(C=C1)NS(=O)(=O)C (2-acetamido-5-(4-methanesulfonylaminophenylthio)thiazole). The yield is 96.6%. RXN SMILES: [C:1]([NH:4][C:5]1[S:6][C:7]([S:10][C:11]2[CH:16]=[CH:15][C:14]([NH2:17])=[CH:13][CH:12]=2)=[CH:8][N:9]=1)(=[O:3])[CH3:2].[CH3:18][S:19](Cl)(=[O:21])=[O:20]>N1C=CC=CC=1>[C:1]([NH:4][C:5]1[S:6][C:7]([S:10][C:11]2[CH:16]=[CH:15][C:14]([NH:17][S:19]([CH3:18])(=[O:21])=[O:20])=[CH:13][CH:12]=2)=[CH:8][N:9]=1)(=[O:3])[CH3:2]. Reported procedure: A solution of 2-acetamido-5-(4-aminophenylthio)thiazole (3.2 g) in pyridine (64 ml) was added methanesulfonyl chloride (1.52 g) at 5° C. with stirring. The reaction mixture was stirred for 3 hours at 5° C. and concentrated in vacuo to give solid. The solid was subject to column chromatography on silica gel (silica gel, 70-230 mesh; Merck: 200 g) and eluted with a mixture of chloroform and methanol (50:1) and eluted with a mixture of chloroform and methanol (20:1). The fractions containing the ob... Reactants: C(C)OC(=O)C1(CCN(CC1)C)S(=O)(=O)C1=CC=C(C=C1)OC1=CC=C(C=C1)Cl (4-[4-(4-chloro-phenoxy)-benzenesulfonyl]-1-methyl-piperidine-4-carboxylic acid ethyl ester). Run in C1CCOC1.CO (THF methanol), [OH-].[Na+] (NaOH). Product: ClC1=CC=C(OC2=CC=C(C=C2)S(=O)(=O)C2(CCN(CC2)C)C(=O)O)C=C1 (4-[4-(4-Chloro-phenoxy)-benzenesulfonyl]-1-methyl-piperidine-4-carboxylic acid). As a reaction SMILES: C([O:3][C:4]([C:6]1([S:13]([C:16]2[CH:21]=[CH:20][C:19]([O:22][C:23]3[CH:28]=[CH:27][C:26]([Cl:29])=[CH:25][CH:24]=3)=[CH:18][CH:17]=2)(=[O:15])=[O:14])[CH2:11][CH2:10][N:9]([CH3:12])[CH2:8][CH2:7]1)=[O:5])C>C1COCC1.CO.[OH-].[Na+]>[Cl:29][C:26]1[CH:25]=[CH:24][C:23]([O:22][C:19]2[CH:18]=[CH:17][C:16]([S:13]([C:6]3([C:4]([OH:5])=[O:3])[CH2:11][CH2:10][N:9]([CH3:12])[CH2:8][CH2:7]3)(=[O:14])=[O:15])=[CH:21][CH:20]=2)=[CH:28][CH:27]=1 |f:1.2,3.4|. Procedure: 4-[4-(4-Chloro-phenoxy)-benzenesulfonyl]-1-methyl-piperidine-4-carboxylic acid was prepared starting from 4-[4-(4-chloro-phenoxy)-benzenesulfonyl]-1-methyl-piperidine-4-carboxylic acid ethyl ester (4.3 g, 10 mmol) dissolved in THF:methanol (3:1 150 ml) and 10 N NaOH (100 ml). The resulting reaction mixture was worked up as outlined in example 83. Yield 3.5 g (86%); white solid; mp 185° C.; MS:410(M+H)+ The reactants are Cl.OC1(CCNCC1)C1=CC=CC=C1 (4-hydroxy-4-phenylpiperidine hydrochloride), CC(=O)C (acetone), C=O (paraformaldehyde), [N+](=O)([O-])C (nitromethane). Run in C1CCCCC1 (cyclohexane). Yields the product Cl.OC1(CCN(CC1)CCC(C)=O)C1=CC=CC=C1 (4-(4-hydroxy-4-phenypiperidino)-2-butanone hydrochloride). RXN SMILES: [ClH:1].[OH:2][C:3]1([C:9]2[CH:14]=[CH:13][CH:12]=[CH:11][CH:10]=2)[CH2:8][CH2:7][NH:6][CH2:5][CH2:4]1.[CH3:15][C:16]([CH3:18])=[O:17].C=O.[N+]([CH3:24])([O-])=O>C1CCCCC1>[ClH:1].[OH:2][C:3]1([C:9]2[CH:14]=[CH:13][CH:12]=[CH:11][CH:10]=2)[CH2:8][CH2:7][N:6]([CH2:24][CH2:15][C:16](=[O:17])[CH3:18])[CH2:5][CH2:4]1 |f:0.1,6.7|. Procedure: The starting material is prepared as follows: The solution of 20 g of 4-hydroxy-4-phenylpiperidine hydrochloride, 10 ml of acetone, 5.6 g of paraformaldehyde and 100 ml of nitromethane is refluxed for 12 hours. It is diluted with 500 ml of cyclohexane and the precipitate collected, to yield the 4-(4-hydroxy-4-phenypiperidino)-2-butanone hydrochloride. Starting materials: BrCC=1C=C2C=CC(N(C2=CC1)C)=O (6-bromomethyl-1,2-dihydro-1-methylquinolin-2-one), OC1COCCC1(OC)C1=CC(=CC=C1)O ((3RS,4SR)-3-hydroxy-4-(3-hydroxyphenyl)-4-methoxytetrahydropyran). Yields the product CN1C(C=CC2=CC(=CC=C12)COC=1C=C(C=CC1)C1(C(COCC1)O)OC)=O ((3RS,4SR)-4-[3-(1,2-dihydro-1-methyl-2-oxoquinolin-6-ylmethoxy)phenyl]-3-hydroxy-4-methoxytetrahydropyran). Isolated yield 84.0%. Reaction SMILES: Br[CH2:2][C:3]1[CH:4]=[C:5]2[C:10](=[CH:11][CH:12]=1)[N:9]([CH3:13])[C:8](=[O:14])[CH:7]=[CH:6]2.[OH:15][CH:16]1[C:21]([C:24]2[CH:29]=[CH:28][CH:27]=[C:26]([OH:30])[CH:25]=2)([O:22][CH3:23])[CH2:20][CH2:19][O:18][CH2:17]1>>[CH3:13][N:9]1[C:10]2[C:5](=[CH:4][C:3]([CH2:2][O:30][C:26]3[CH:25]=[C:24]([C:21]4([O:22][CH3:23])[CH2:20][CH2:19][O:18][CH2:17][CH:16]4[OH:15])[CH:29]=[CH:28][CH:27]=3)=[CH:12][CH:11]=2)[CH:6]=[CH:7][C:8]1=[O:14]. Reported procedure: Using the procedure described in Example 1, 6-bromomethyl-1,2-dihydro-1-methylquinolin-2-one was reacted with (3RS,4SR)-3-hydroxy-4-(3-hydroxyphenyl)-4-methoxytetrahydropyran to give (3RS,4SR)-4-[3-(1,2-dihydro-1-methyl-2-oxoquinolin-6-ylmethoxy)phenyl]-3-hydroxy-4-methoxytetrahydropyran in 84% yield, m.p. 62°-66° C.